This data is from the Open Reaction Database (ORD), a public repository of structured organic reaction records. The task is: describe an organic reaction: reactants, conditions, products, and yield The reactants are C(=O)(N)NNC(=O)N (hydrazodicarbonamide), C(CCCCCCCCCCCCCCCCC)N (stearyl amine), tin(II)dioctoate. Product: C(CCCCCCCCCCCCCCCCC)N1C(NNC1=O)=O (4-stearyl-1,2,4-triazolidine-3,5-dione), crystals. The solvent is CN1C(CCC1)=O (N-methyl pyrrolidone). Procedure: 360 g of hydrazodicarbonamide, 807 g of stearyl amine and 1 ml of tin(II)dioctoate are stirred in 1 liter of N-methyl pyrrolidone for 4 hours at 175° C. and for 6 hours at 200° C. A deposit precipitates on cooling and is isolated by filtration under suction and washed with water, giving 955 g (90% of the theoretical) of 4-stearyl-1,2,4-triazolidine-3,5-dione in the form of colourless crystals melting at 118° to 120° C. RXN SMILES: [C:1]([NH:4][NH:5][C:6]([NH2:8])=[O:7])(N)=[O:2].[CH2:9](N)[CH2:10][CH2:11][CH2:12][CH2:13][CH2:14][CH2:15][CH2:16][CH2:17][CH2:18][CH2:19][CH2:20][CH2:21][CH2:22][CH2:23][CH2:24][CH2:25][CH3:26]>CN1CCCC1=O>[CH2:26]([N:8]1[C:6](=[O:7])[NH:5][NH:4][C:1]1=[O:2])[CH2:25][CH2:24][CH2:23][CH2:22][CH2:21][CH2:20][CH2:19][CH2:18][CH2:17][CH2:16][CH2:15][CH2:14][CH2:13][CH2:12][CH2:11][CH2:10][CH3:9]. Reaction SMILES: C[N:2](C)/[CH:3]=[CH:4]/[C:5]([C:7]1[CH:16]=[CH:15][C:10]([C:11]([O:13][CH3:14])=[O:12])=[CH:9][CH:8]=1)=O.O.[NH2:19]N>CCO>[NH:2]1[CH:3]=[CH:4][C:5]([C:7]2[CH:16]=[CH:15][C:10]([C:11]([O:13][CH3:14])=[O:12])=[CH:9][CH:8]=2)=[N:19]1 |f:1.2|. The product is N1N=C(C=C1)C1=CC=C(C(=O)OC)C=C1 (methyl 4-(1H-pyrazol-3-yl)benzoate). Reported procedure: To a solution of crude (E)-methyl 4-(3-(dimethylamino)acryloyl)benzoate (28.1 mmol) in EtOH (100 mL) was added hydrazine monohydrate (1.50 mL, 30.9 mmol) and the reaction was heated at 50° C. for 24 hours. The reaction temperature was then increased to 60° C. for 24 hours. Additional hydrazine monohydrate (1.5 mL) was added, and the reaction was heated at 60° C. for an additional 6 hours. The reaction was cooled, concentrated, and dried in a vacuum oven at 45° C. overnight to yield methyl 4-(1H-... Starting materials: CN(/C=C/C(=O)C1=CC=C(C(=O)OC)C=C1)C ((E)-methyl 4-(3-(dimethylamino)acryloyl)benzoate), O.NN (hydrazine monohydrate), O.NN (hydrazine monohydrate). The solvent is CCO (EtOH). Conditions: temperature 50 celsius. The product is CC(=O)Nc1nc(C)c(-c2csc(S(=O)(=O)Nc3nnn[nH]3)c2)s1. RXN SMILES: [Br:1][c:2]1[s:3][c:4]([S:17]([NH:18][c:19]2[n:20][n:21][n:22][nH:23]2)(=[O:24])=[O:25])[cH:5][c:6]1-[c:7]1[c:8]([CH3:16])[n:9][c:10]([NH:12][C:13]([CH3:14])=[O:15])[s:11]1.[CH2:26]([Li:27])[CH2:28][CH2:29][CH3:30].[CH2:31]1[O:32][CH2:33][CH2:34][CH2:35]1>>[cH:2]1[s:3][c:4]([S:17]([NH:18][c:19]2[n:20][n:21][n:22][nH:23]2)(=[O:24])=[O:25])[cH:5][c:6]1-[c:7]1[c:8]([CH3:16])[n:9][c:10]([NH:12][C:13]([CH3:14])=[O:15])[s:11]1. Starting materials: CC(=O)Nc1nc(C)c(-c2cc(S(=O)(=O)Nc3nnn[nH]3)sc2Br)s1, [Li]CCCC, C1CCOC1. The reactants are COCCOCC(=O)O, NCC1CC(n2cc(-c3cccc(OCc4ccccc4)c3)c3c(N)ncnc32)C1. The product is COCCOCC(=O)NCC1CC(n2cc(-c3cccc(OCc4ccccc4)c3)c3c(N)ncnc32)C1. Reaction SMILES: [CH3:31][O:32][CH2:33][CH2:34][O:35][CH2:36][C:37](=[O:38])[OH:39].[NH2:1][CH2:2][CH:3]1[CH2:4][CH:5]([n:7]2[cH:8][c:9](-[c:17]3[cH:18][c:19]([O:23][CH2:24][c:25]4[cH:26][cH:27][cH:28][cH:29][cH:30]4)[cH:20][cH:21][cH:22]3)[c:10]3[c:11]2[n:12][cH:13][n:14][c:15]3[NH2:16])[CH2:6]1>>[NH:1]([CH2:2][CH:3]1[CH2:4][CH:5]([n:7]2[cH:8][c:9](-[c:17]3[cH:18][c:19]([O:23][CH2:24][c:25]4[cH:26][cH:27][cH:28][cH:29][cH:30]4)[cH:20][cH:21][cH:22]3)[c:10]3[c:11]2[n:12][cH:13][n:14][c:15]3[NH2:16])[CH2:6]1)[C:37]([CH2:36][O:35][CH2:34][CH2:33][O:32][CH3:31])=[O:38]. Yield: 40.0%. The product is FC(F)C1=NN=C(S1)N. The solvent is O, ClCCl. Reactants: N=1N=C(SC1)N, [Zn].O=S(O)C(F)F. Reagents/catalysts: O=C(O)C(F)(F)F, OOC(C)(C)C. Run at temperature 25 celsius, time 18 hour.